From a dataset of the Open Reaction Database (ORD), a public repository of structured organic reaction records. describe an organic reaction: reactants, conditions, products, and yield The reactants are COC(=O)C(=CC1CCOCC1)NC(=O)OC(C)(C)C, CO, [H][H]. Product: COC(=O)C(CC1CCOCC1)NC(=O)OC(C)(C)C. Reaction SMILES: [C:1]([CH3:2])([CH3:3])([CH3:4])[O:5][C:6](=[O:7])[NH:8][C:9]([C:10](=[O:11])[O:12][CH3:13])=[CH:14][CH:15]1[CH2:16][CH2:17][O:18][CH2:19][CH2:20]1.[CH3:23][OH:24].[H:21][H:22]>>[C:1]([CH3:2])([CH3:3])([CH3:4])[O:5][C:6](=[O:7])[NH:8][CH:9]([C:10](=[O:11])[O:12][CH3:13])[CH2:14][CH:15]1[CH2:16][CH2:17][O:18][CH2:19][CH2:20]1.